This data is from the Open Reaction Database (ORD), a public repository of structured organic reaction records. The task is: describe an organic reaction: reactants, conditions, products, and yield Starting materials: ClCC(CC(=O)OCC)=O (ethyl 4-chloroacetoacetate), C(C)#N (acetonitrile), Cl.CN(CCS)C (2-dimethylaminoethanethiol hydrochloride), C[O-].[Na+] (sodium methoxide). The solvent is CO (methyl alcohol). Reaction conditions: temperature 40 celsius, time 2 hour. Product: CN(CCSCC(CC(=O)OCC)=O)C (ethyl 4-(2-dimethylaminoethylthio)acetoacetate). The yield is 89.7%. RXN SMILES: C(#N)C.Cl.[CH3:5][N:6]([CH3:10])[CH2:7][CH2:8][SH:9].C[O-].[Na+].Cl[CH2:15][C:16](=[O:23])[CH2:17][C:18]([O:20][CH2:21][CH3:22])=[O:19]>CO>[CH3:5][N:6]([CH3:10])[CH2:7][CH2:8][S:9][CH2:15][C:16](=[O:23])[CH2:17][C:18]([O:20][CH2:21][CH3:22])=[O:19] |f:1.2,3.4|. Procedure details: 200 ml of acetonitrile was added to 28.3 g of 2-dimethylaminoethanethiol hydrochloride, and after 80 ml of sodium methoxide-containing 28% methyl alcohol solution was added thereto with cooling in an ice bath, 32.9 g of ethyl 4-chloroacetoacetate was dropwise added thereto with cooling in an ice bath. After the dropwise addition, the whole was stirred for 2 hours at 40° C., and then the inorganic salt was separated by filtration and the resulting filtrate was dried under reduced pressure. The oi...